The task is: describe an organic reaction: reactants, conditions, products, and yield. This data is from the Open Reaction Database (ORD), a public repository of structured organic reaction records. The reactants are C(CCC)[Li] (n-Butyl lithium), CC=1C=CC2=C(C=CO2)C1 (5-methylbenzofuran), C(C)(C)OB(OC(C)C)OC(C)C (triisopropylborate). Run in CCOCC (ether). Conditions: temperature -10 celsius, time 30 minute. The product is CC=1C=CC2=C(C=C(O2)B(O)O)C1 (5-Methylbenzofuran-2-boronic acid). As a reaction SMILES: C([Li])CCC.[CH3:6][C:7]1[CH:8]=[CH:9][C:10]2[O:14][CH:13]=[CH:12][C:11]=2[CH:15]=1.C([O:19][B:20](OC(C)C)[O:21]C(C)C)(C)C>CCOCC>[CH3:6][C:7]1[CH:8]=[CH:9][C:10]2[O:14][C:13]([B:20]([OH:21])[OH:19])=[CH:12][C:11]=2[CH:15]=1. Procedure: n-Butyl lithium (35.16 ml) was added dropwise to a stirred solution of THEDA (9.58 ml) and 5-methylbenzofuran (8.22 g) in ether (250 ml) maintaining the temperature below -60° C. throughout. The solution was warmed to about -10° C. over 45 minutes and stirred at this temperature for 30 minutes. A precipitate formed on warning. The suspension was cooled and triisopropylborate (43 ml) was added, maintaining the temperature below -60° C. The solution was warmed gradually to room temperature before ... The solvent is CO (MeOH). Run at time 30 minute. Yields the product OC=1C=CC(=NC1)OC (5-Hydroxy-2-methoxypyridine). Reported procedure: To a solution of the 5-acetoxy-2-methoxypyridine(600 mg, 3.59 mmol) in MeOH(10 mL) was added 1M aq. NaOH (10 mL, 10 mmol). After stirring at r.t. for 30 min, volatile solvent was removed in vacuo, acidified with HOAc and extracted with CHCl3(3×). The combined CHCl3 extracts were washed with H2O, dried(anhydrous MgSO4) and evaporated to give the title compound as a brown oil(240 mg, solidified on standing). Reaction SMILES: C([O:4][C:5]1[CH:6]=[CH:7][C:8]([O:11][CH3:12])=[N:9][CH:10]=1)(=O)C.[OH-].[Na+]>CO>[OH:4][C:5]1[CH:6]=[CH:7][C:8]([O:11][CH3:12])=[N:9][CH:10]=1 |f:1.2|. Starting materials: C(C)(=O)OC=1C=CC(=NC1)OC (5-acetoxy-2-methoxypyridine), [OH-].[Na+] (NaOH). Yield: 53.4%. Starting materials: C1CCOC1, COC(=O)C1CC(NC(=O)C(OC)C2OC(C)(C)OC(C=CC(C)(C)C)C2O)C(=O)N1, O=C(O)C(F)(F)F, O. The product is COC(=O)C1CC(NC(=O)C(OC)C(O)C(O)C(O)C=CC(C)(C)C)C(=O)N1. As a reaction SMILES: [CH2:8]1[O:9][CH2:10][CH2:11][CH2:12]1.[CH3:13][C:14]([CH:15]=[CH:16][CH:17]1[CH:18]([OH:41])[CH:19]([CH:25]([C:26](=[O:27])[NH:28][CH:29]2[CH2:30][CH:31]([C:35](=[O:36])[O:37][CH3:38])[NH:32][C:33]2=[O:34])[O:39][CH3:40])[O:20][C:21]([CH3:23])([CH3:24])[O:22]1)([CH3:42])[CH3:43].[F:1][C:2]([F:3])([F:4])[C:5]([OH:6])=[O:7].[OH2:44]>>[CH3:13][C:14]([CH:15]=[CH:16][CH:17]([CH:18]([CH:19]([OH:20])[CH:25]([C:26](=[O:27])[NH:28][CH:29]1[CH2:30][CH:31]([C:35](=[O:36])[O:37][CH3:38])[NH:32][C:33]1=[O:34])[O:39][CH3:40])[OH:41])[OH:22])([CH3:42])[CH3:43]. Starting materials: CC1=C(C=2C(=NC=CC2)N1)C (2,3-dimethylpyrrolo[2,3-b]pyridine), C(C(=O)C1=CC=CC=C1)Cl (phenacyl chloride). Solvent: CC#N (CH3CN). Product: CC1=C(C=2C(N(C=CC2)CC(=O)C2=CC=CC=C2)=N1)C (2,3 -Dimethyl-7-phenacylpyrrolo[2,3-b]pyridine). As a reaction SMILES: [CH3:1][C:2]1[NH:10][C:5]2=[N:6][CH:7]=[CH:8][CH:9]=[C:4]2[C:3]=1[CH3:11].[CH2:12](Cl)[C:13]([C:15]1[CH:20]=[CH:19][CH:18]=[CH:17][CH:16]=1)=[O:14]>CC#N>[CH3:1][C:2]1[N:10]=[C:5]2[N:6]([CH2:12][C:13]([C:15]3[CH:20]=[CH:19][CH:18]=[CH:17][CH:16]=3)=[O:14])[CH:7]=[CH:8][CH:9]=[C:4]2[C:3]=1[CH3:11]. Procedure: A solution of 2,3-dimethylpyrrolo[2,3-b]pyridine (146 mg, 1 mmol) and phenacyl chloride (170 mg, 1.1 mmol) in 3 ml CH3CN was refluxed for 4.5 h. The mixture was allowed to cool and the precipitated product filtered off and washed with a small volume of ice cold CCl4 affording 207 mg (69%) pure title compound as the hydrochloride salt.